From a dataset of the Open Reaction Database (ORD), a public repository of structured organic reaction records. describe an organic reaction: reactants, conditions, products, and yield Starting materials: O=C(Cl)c1ccccc1, CCOC(=O)C(C)NC(=O)C(N)Cc1ccccc1, CCCCC, CCN(C(C)C)C(C)C, ClCCl, ClC(Cl)Cl, O=C(O)C(F)(F)F. Product: CCOC(=O)C(C)NC(=O)C(Cc1ccccc1)NC(=O)c1ccccc1. As a reaction SMILES: [C:36]([c:37]1[cH:38][cH:39][cH:40][cH:41][cH:42]1)(=[O:43])[Cl:44].[CH2:8]([CH3:9])[O:10][C:11]([CH:12]([CH3:13])[NH:14][C:15]([CH:16]([CH2:17][c:18]1[cH:19][cH:20][cH:21][cH:22][cH:23]1)[NH2:24])=[O:25])=[O:26].[CH3:45][CH2:46][CH2:47][CH2:48][CH3:49].[CH:27]([N:28]([CH2:29][CH3:30])[CH:31]([CH3:32])[CH3:33])([CH3:34])[CH3:35].[Cl:50][CH2:51][Cl:52].[Cl:53][CH:54]([Cl:55])[Cl:56].[F:1][C:2]([F:3])([F:4])[C:5]([OH:6])=[O:7]>>[CH2:8]([CH3:9])[O:10][C:11]([CH:12]([CH3:13])[NH:14][C:15]([CH:16]([CH2:17][c:18]1[cH:19][cH:20][cH:21][cH:22][cH:23]1)[NH:24][C:36]([c:37]1[cH:38][cH:39][cH:40][cH:41][cH:42]1)=[O:43])=[O:25])=[O:26]. Reactants: CCN(CC)c1ccc2c(c1)C(=O)c1cc(N(CC)CC)ccc1-2, CC(C)O, Cl, NN, O. Product: CCN(CC)c1ccc2c(c1)C(=NN)c1cc(N(CC)CC)ccc1-2. As a reaction SMILES: [CH2:1]([CH3:2])[N:3]([c:4]1[cH:5][c:6]2[c:14]([cH:15][cH:16]1)-[c:13]1[c:8]([cH:9][c:10]([N:17]([CH2:18][CH3:19])[CH2:20][CH3:21])[cH:11][cH:12]1)[C:7]2=[O:22])[CH2:23][CH3:24].[CH3:29][CH:30]([OH:31])[CH3:32].[ClH:28].[NH2:26][NH2:27].[OH2:25]>>[CH2:1]([CH3:2])[N:3]([c:4]1[cH:5][c:6]2[c:14]([cH:15][cH:16]1)-[c:13]1[c:8]([cH:9][c:10]([N:17]([CH2:18][CH3:19])[CH2:20][CH3:21])[cH:11][cH:12]1)[C:7]2=[N:26][NH2:27])[CH2:23][CH3:24]. Reactants: final mixture, BrC1=CC(=C(C=C1)CC#N)C ((4-bromo-2-methylphenyl)acetonitrile), COCCCC1=C(C=CC=C1)B(O)O ([2-(3-methoxypropyl)phenyl]boronic acid), C(=O)([O-])[O-].[Na+].[Na+] (Na2CO3). Reagents/catalysts: C1=CC=C(C=C1)P([C-]2C=CC=C2)C3=CC=CC=C3.C1=CC=C(C=C1)P([C-]2C=CC=C2)C3=CC=CC=C3.Cl[Pd]Cl.[Fe+2] (PdCl2(dppf)2). The solvent is CN(C)C=O (DMF), O (water). The product is COCCCC1=C(C=CC=C1)C1=CC(=C(C=C1)CC#N)C ([2′-(3-methoxypropyl)-3-methylbiphenyl-4-yl]acetonitrile). RXN SMILES: Br[C:2]1[CH:7]=[CH:6][C:5]([CH2:8][C:9]#[N:10])=[C:4]([CH3:11])[CH:3]=1.[CH3:12][O:13][CH2:14][CH2:15][CH2:16][C:17]1[CH:22]=[CH:21][CH:20]=[CH:19][C:18]=1B(O)O.C([O-])([O-])=O.[Na+].[Na+]>CN(C=O)C.O.C1C=CC(P(C2C=CC=CC=2)[C-]2C=CC=C2)=CC=1.C1C=CC(P(C2C=CC=CC=2)[C-]2C=CC=C2)=CC=1.Cl[Pd]Cl.[Fe+2]>[CH3:12][O:13][CH2:14][CH2:15][CH2:16][C:17]1[CH:22]=[CH:21][CH:20]=[CH:19][C:18]=1[C:2]1[CH:7]=[CH:6][C:5]([CH2:8][C:9]#[N:10])=[C:4]([CH3:11])[CH:3]=1 |f:2.3.4,7.8.9.10|. Procedure details: To a solution of (4-bromo-2-methylphenyl)acetonitrile (1 eq.) and [2-(3-methoxypropyl)phenyl]boronic acid from EXAMPLE 3 step 1, in DMF (0.22M) was added aqueous Na2CO3 (2M; 3 eq.). Nitrogen was bubbled in the solution for 15 min before the addition of PdCl2(dppf)2 (0.05 eq.). The final mixture was stirred at 90° C. for 12 h, cooled to room temperature, poured in water and extracted with Et2O. The organic extract was washed with water, HCl (0.01M), brine, dried over MgSO4 filtered and concentrat... Procedure details: To a solution of 220 g (1.19 mmol) of 3-(4-methyltetrahydropyran-4-yl)acrylic acid methyl ester in methanol (15 mL) was added 40 mg of palladium-carbon, replaced with hydrogen gas, and then stirred for 12 hours at room temperature. After the reaction mixture was filtered through Celite, the solvent was removed under a reduced pressure. The obtained residue was purified by column chromatography (silica gel 20 g, developing solvent: ethyl acetate) to obtain 222 mg (yield 100%) of 3-(4-methyltetrah... The reagents and catalysts are [C].[Pd] (palladium-carbon). RXN SMILES: [CH3:1][O:2][C:3](=[O:13])[CH:4]=[CH:5][C:6]1([CH3:12])[CH2:11][CH2:10][O:9][CH2:8][CH2:7]1.[H][H]>CO.[C].[Pd]>[CH3:1][O:2][C:3](=[O:13])[CH2:4][CH2:5][C:6]1([CH3:12])[CH2:11][CH2:10][O:9][CH2:8][CH2:7]1 |f:3.4|. Reaction conditions: time 12 hour. Solvent: CO (methanol). Isolated yield 100.2%. Starting materials: COC(C=CC1(CCOCC1)C)=O (3-(4-methyltetrahydropyran-4-yl)acrylic acid methyl ester), [H][H] (hydrogen). The product is COC(CCC1(CCOCC1)C)=O (3-(4-methyltetrahydropyran-4-yl)propionic acid methyl ester). Reactants: [N+](=O)([O-])C1=CC=C(C(=O)Cl)C=C1 (p-nitrobenzoyl chloride), O (water), COC=1C=C(C(=O)N2CCN(CC2)C=2C=C3CCC(NC3=CC2)=O)C=CC1OC (6-[4-(3,4-dimethoxybenzoyl)-1-piperazinyl]-3,4-dihydrocarbostyril), C(CCC)[Li] (n-butyllithium). Run in O1CCCC1 (tetrahydrofuran), O1CCCC1 (tetrahydrofuran). Yields the product [N+](=O)([O-])C1=CC=C(C(=O)N2C(=O)CCC3=CC(=CC=C23)N2CCN(CC2)C(C2=CC(=C(C=C2)OC)OC)=O)C=C1 (1-(4-nitrobenzoyl)-6-[4-(3,4-dimethoxybenzoyl)-1-piperazinyl]3,4-dihydrocarbostyril). Yield: 18.9%. As a reaction SMILES: [CH3:1][O:2][C:3]1[CH:4]=[C:5]([CH:25]=[CH:26][C:27]=1[O:28][CH3:29])[C:6]([N:8]1[CH2:13][CH2:12][N:11]([C:14]2[CH:15]=[C:16]3[C:21](=[CH:22][CH:23]=2)[NH:20][C:19](=[O:24])[CH2:18][CH2:17]3)[CH2:10][CH2:9]1)=[O:7].C([Li])CCC.[N+:35]([C:38]1[CH:46]=[CH:45][C:41]([C:42](Cl)=[O:43])=[CH:40][CH:39]=1)([O-:37])=[O:36].O>O1CCCC1>[N+:35]([C:38]1[CH:39]=[CH:40][C:41]([C:42]([N:20]2[C:21]3[C:16](=[CH:15][C:14]([N:11]4[CH2:10][CH2:9][N:8]([C:6](=[O:7])[C:5]5[CH:25]=[CH:26][C:27]([O:28][CH3:29])=[C:3]([O:2][CH3:1])[CH:4]=5)[CH2:13][CH2:12]4)=[CH:23][CH:22]=3)[CH2:17][CH2:18][C:19]2=[O:24])=[O:43])=[CH:45][CH:46]=1)([O-:37])=[O:36]. Reported procedure: To a suspension of 6-[4-(3,4-dimethoxybenzoyl)-1-piperazinyl]-3,4-dihydrocarbostyril (10 g) in anhydrous tetrahydrofuran (250 ml) was added slowly n-butyllithium (20 ml, 1.5N hexane solution) with stirring and under ice-cooling. After completion of addition, the mixture was stirred at room temperature for 2 hours. Then, to the mixture was added slowly a solution of p-nitrobenzoyl chloride (6.1 g) in anhydrous tetrahydrofuran (25 ml) with stirring and under ice-cooling. After completion of additi... The reactants are solid, BrC1=CC(=CC=2C(=C3N(C12)CCNC3=O)C)F (6-bromo-8-fluoro-10-methyl-3,4-dihydro-2H-pyrazino[1,2-a]indol-1-one), BrC1=CC(=CC=2C(=C3N(C12)CCNC3=O)C)F (6-bromo-8-fluoro-10-methyl-3,4-dihydro-2H-pyrazino[1,2-a]indol-1-one), CN(C1=CC=C(C=C1)B(O)O)C (4-dimethylamino-phenylboronic acid). Product: CN(C1=CC=C(C=C1)C1=CC(=CC=2C(=C3N(C12)CCNC3=O)C)F)C (6-(4-Dimethylamino-phenyl)-8-fluoro-10-methyl-3,4-dihydro-2H-pyrazino[1,2-a]indol-1-one). Reaction SMILES: Br[C:2]1[C:10]2[N:9]3[CH2:11][CH2:12][NH:13][C:14](=[O:15])[C:8]3=[C:7]([CH3:16])[C:6]=2[CH:5]=[C:4]([F:17])[CH:3]=1.[CH3:18][N:19]([CH3:29])[C:20]1[CH:25]=[CH:24][C:23](B(O)O)=[CH:22][CH:21]=1>>[CH3:18][N:19]([CH3:29])[C:20]1[CH:25]=[CH:24][C:23]([C:2]2[C:10]3[N:9]4[CH2:11][CH2:12][NH:13][C:14](=[O:15])[C:8]4=[C:7]([CH3:16])[C:6]=3[CH:5]=[C:4]([F:17])[CH:3]=2)=[CH:22][CH:21]=1. Procedure: The title compound, white solid (31 mg, 37%), MS (ISP) m/z=338.5 [(M+H)+], mp 256° C., was prepared in accordance with the general method of example 1 from 6-bromo-8-fluoro-10-methyl-3,4-dihydro-2H-pyrazino[1,2-a]indol-1-one (intermediate 14) (74.3 mg, 0.25 mmol) and commercially available 4-dimethylamino-phenylboronic acid (53.6 mg, 0.325 mmol). Starting materials: C1CCOC1, CCc1cc(OCc2ccccc2)ccc1C(=O)NNC(=O)Cc1cccc(O)c1. Product: CCc1cc(O)ccc1C(=O)NNC(=O)Cc1cccc(O)c1. As a reaction SMILES: [CH2:31]1[O:32][CH2:33][CH2:34][CH2:35]1.[OH:1][c:2]1[cH:3][c:4]([CH2:8][C:9](=[O:10])[NH:11][NH:12][C:13]([c:14]2[c:15]([CH2:28][CH3:29])[cH:16][c:17]([O:20][CH2:21][c:22]3[cH:23][cH:24][cH:25][cH:26][cH:27]3)[cH:18][cH:19]2)=[O:30])[cH:5][cH:6][cH:7]1>>[OH:1][c:2]1[cH:3][c:4]([CH2:8][C:9](=[O:10])[NH:11][NH:12][C:13]([c:14]2[c:15]([CH2:28][CH3:29])[cH:16][c:17]([OH:20])[cH:18][cH:19]2)=[O:30])[cH:5][cH:6][cH:7]1.